This data is from the Open Reaction Database (ORD), a public repository of structured organic reaction records. The task is: describe an organic reaction: reactants, conditions, products, and yield Procedure: Using a procedure analogous to that described in Example I for the preparation of 1-(4-chlorobutyl)-1-methyl-7-methoxy-2-tetralone there is obtained from 35 g. of 1-ethyl-7 -methoxy-2-tetralone: 37.4 g. of the title product b.p. 160°- 173° C. (0.4 mm.). As a reaction SMILES: [Cl:1][CH2:2][CH2:3][CH2:4][CH2:5][C:6]1([CH3:19])[C:15]2[C:10](=[CH:11][CH:12]=[C:13]([O:16][CH3:17])[CH:14]=2)[CH2:9][CH2:8][C:7]1=[O:18].[CH2:20](C1C2C(=CC=C(OC)C=2)CCC1=O)C>>[Cl:1][CH2:2][CH2:3][CH2:4][CH2:5][C:6]1([CH2:19][CH3:20])[C:15]2[C:10](=[CH:11][CH:12]=[C:13]([O:16][CH3:17])[CH:14]=2)[CH2:9][CH2:8][C:7]1=[O:18]. The product is ClCCCCC1(C(CCC2=CC=C(C=C12)OC)=O)CC (1-(4-Chlorobutyl)-1-Ethyl-7-Methoxy-2-Tetralone). The reactants are ClCCCCC1(C(CCC2=CC=C(C=C12)OC)=O)C (1-(4-chlorobutyl)-1-methyl-7-methoxy-2-tetralone), C(C)C1C(CCC2=CC=C(C=C12)OC)=O (1-ethyl-7 -methoxy-2-tetralone). Starting materials: FC=1C=C(C=C(C1)F)[C@@H](C(C)(C)F)C1CNC1 (3-[(1S)-1-(3,5-difluorophenyl)-2-fluoro-2-methylpropyl]azetidine), C(=O)([O-])[O-].[Cs+].[Cs+] (Cs2CO3), BrC(C=1C=C(C#N)C=CC1)C1=CC=C(C=C1)Cl (3-[bromo(4-chlorophenyl)methyl]benzonitrile). Run in C(C)#N (acetonitrile). Reaction conditions: temperature 60 celsius, time 15 minute. The product is ClC1=CC=C(C=C1)[C@@H](C=1C=C(C#N)C=CC1)N1CC(C1)[C@H](C(C)(C)O)C1=CC(=CC(=C1)F)F (3-((S)-(4-chlorophenyl){3-[(1S)-1-(3,5-difluorophenyl)-2-hydroxy-2-methylpropyl]azetidin-1-yl}methyl)benzonitrile). Reaction SMILES: [F:1][C:2]1[CH:3]=[C:4]([C@H:9]([CH:14]2[CH2:17][NH:16][CH2:15]2)[C:10](F)([CH3:12])[CH3:11])[CH:5]=[C:6]([F:8])[CH:7]=1.C([O-])([O-])=[O:19].[Cs+].[Cs+].Br[CH:25]([C:34]1[CH:39]=[CH:38][C:37]([Cl:40])=[CH:36][CH:35]=1)[C:26]1[CH:27]=[C:28]([CH:31]=[CH:32][CH:33]=1)[C:29]#[N:30]>C(#N)C>[Cl:40][C:37]1[CH:38]=[CH:39][C:34]([C@H:25]([N:16]2[CH2:17][CH:14]([C@@H:9]([C:4]3[CH:3]=[C:2]([F:1])[CH:7]=[C:6]([F:8])[CH:5]=3)[C:10]([OH:19])([CH3:12])[CH3:11])[CH2:15]2)[C:26]2[CH:27]=[C:28]([CH:31]=[CH:32][CH:33]=2)[C:29]#[N:30])=[CH:35][CH:36]=1 |f:1.2.3|. Reported procedure: A solution of the crude amine from Step 3 and 6.51 g (20 mmole) of Cs2CO3 in 30 mL dry acetonitrile was stirred at rt in a flask fitted with a small Dean-Stark trap. After 15 minutes, 4.6 g (15 mmole) of 3-[bromo(4-chlorophenyl)methyl]benzonitrile was added and the mixture was heated at 60° C. After 18 h, the solution was filtered through CELITE and the residue was washed with acetonitrile. The combined filtrates were concentrated and the residue was purified by flash chromatography using a step... RXN SMILES: [C:1]([O:5][C:6]([NH:8][C@@H:9]([CH2:13][C:14]([F:17])([F:16])[CH3:15])[C:10]([OH:12])=O)=[O:7])([CH3:4])([CH3:3])[CH3:2].[CH:18]1C=[N:22][C:21]2N(O)N=[N:26][C:20]=2[CH:19]=1.CCN=C=NCCCN(C)C.Cl>ClCCl>[C:21]([C:20]1([NH:26][C:10]([C@@H:9]([NH:8][C:6](=[O:7])[O:5][C:1]([CH3:2])([CH3:3])[CH3:4])[CH2:13][C:14]([F:17])([F:16])[CH3:15])=[O:12])[CH2:19][CH2:18]1)#[N:22] |f:2.3|. Procedure details: 1.35 g (5.33 mmol) of the product from example 16, 810 mg (6.83 mmol, 1.3 eq.) of 1-amino-1-cyclopropylnitrile hydrochloride and 943 mg (6.93 mmol, 1.3 eq.) of HOAt were dissolved or suspended in 18 ml of dichloromethane, cooled to 0° C. and then admixed with 1.33 g (6.93 mmol, 1.3 eq.) of EDCl and 1.76 ml (1.596 g, 13.86 mmol, 2.6 eq.) of NEM. The mixture was stirred at 0° C. to RT for 16 h. The reaction mixture was then diluted with 40 ml of DCM and extracted by shaking with 1 N HCl solution, ... Run in ClCCl (dichloromethane), C(Cl)Cl (DCM). Reaction conditions: temperature 0 celsius, time 16 hour. The product is C(#N)C1(CC1)NC(=O)[C@H](CC(C)(F)F)NC(OC(C)(C)C)=O (tert-Butyl [(S)-1-(1-cyanocyclopropylcarbamoyl)-3,3-difluorobutyl]carbamate). The reactants are C(C)(C)(C)OC(=O)N[C@H](C(=O)O)CC(C)(F)F ((S)-2-tert-Butoxycarbonylamino-4,4-difluoropentanoic acid), 1-amino-1-cyclopropylnitrile hydrochloride, C1=CC2=C(N=C1)N(N=N2)O (HOAt), CCN=C=NCCCN(C)C.Cl (EDCl). Reactants: C(CCC)C1(C(C2=C(C(=C(C=C2C1)C(C(=O)OCC)(CCCC(=O)OCC)C(=O)OCC)Cl)Cl)=O)C1CCCC1 (diethyl 2-(2-butyl-6,7-dichloro-2-cyclopentyl-2,3-dihydro-1-oxo-1H-inden-5-yl)-2-(ethoxycarbonyl)-1,6-hexanedioate). The reagents and catalysts are [Cu] (copper). The solvent is N1=CC=CC2=CC=CC=C12 (quinoline). The product is C(CCC)C1(C(C2=C(C(=C(C=C2C1)CCCCC(=O)O)Cl)Cl)=O)C1CCCC1 (5-(2-butyl-6,7-dichloro-2-cyclopentyl-2,3-dihydro-1-oxo-1H-inden-5-yl)pentanoic acid). Reaction SMILES: [CH2:1]([C:5]1([CH:36]2[CH2:40][CH2:39][CH2:38][CH2:37]2)[CH2:13][C:12]2[C:7](=[C:8]([Cl:34])[C:9]([Cl:33])=[C:10]([C:14](C(OCC)=O)([CH2:20][CH2:21][CH2:22][C:23]([O:25]CC)=[O:24])C(OCC)=O)[CH:11]=2)[C:6]1=[O:35])[CH2:2][CH2:3][CH3:4]>N1C2C(=CC=CC=2)C=CC=1.[Cu]>[CH2:1]([C:5]1([CH:36]2[CH2:37][CH2:38][CH2:39][CH2:40]2)[CH2:13][C:12]2[C:7](=[C:8]([Cl:34])[C:9]([Cl:33])=[C:10]([CH2:14][CH2:20][CH2:21][CH2:22][C:23]([OH:25])=[O:24])[CH:11]=2)[C:6]1=[O:35])[CH2:2][CH2:3][CH3:4]. Procedure details: The starting material, 2-butyl-6,7-dichloro-2-cyclopentyl-2,3-dihydro-5-hydroxy-1H-inden-1-one, dissolved in dimethylformamide was treated with potassium carbonate and trifluoromethanesulfonyl chloride to form (2-butyl-6,7-dichloro-2-cyclopentyl-2,3-dihydro-1-oxo-1H-inden-5-yl)trifluoromethanesulfonate (Step 1). This material was subjected to triflate displacement by reaction with diethyl malonate to form diethyl-5-(2-butyl-6,7-dichloro-2-cyclopentyl-2,3-dihydro-1-oxo-1H-inden-5-yl)malonate (Ste... Product: COc1ccccc1Nc1ccccc1[N+](=O)[O-]. Reactants: COc1ccccc1N, COCCOC, CCCCCCCCCCCC, O=[N+]([O-])c1ccccc1Cl, [K+], [K+], [K+], O=C(C=Cc1ccccc1)C=Cc1ccccc1, O=C(C=Cc1ccccc1)C=Cc1ccccc1, O=C(C=Cc1ccccc1)C=Cc1ccccc1, O=P([O-])([O-])[O-], [Pd], [Pd]. RXN SMILES: [CH3:19][O:20][c:21]1[c:22]([NH2:27])[cH:23][cH:24][cH:25][cH:26]1.[CH3:28][O:29][CH2:30][CH2:31][O:32][CH3:33].[CH3:34][CH2:35][CH2:36][CH2:37][CH2:38][CH2:39][CH2:40][CH2:41][CH2:42][CH2:43][CH2:44][CH3:45].[Cl:9][c:10]1[c:11]([N+:16](=[O:17])[O-:18])[cH:12][cH:13][cH:14][cH:15]1.[K+:6].[K+:7].[K+:8].[O:48]=[C:49]([CH:50]=[CH:51][c:52]1[cH:53][cH:54][cH:55][cH:56][cH:57]1)[CH:58]=[CH:59][c:60]1[cH:61][cH:62][cH:63][cH:64][cH:65]1.[O:66]=[C:67]([CH:68]=[CH:69][c:70]1[cH:71][cH:72][cH:73][cH:74][cH:75]1)[CH:76]=[CH:77][c:78]1[cH:79][cH:80][cH:81][cH:82][cH:83]1.[O:84]=[C:85]([CH:86]=[CH:87][c:88]1[cH:89][cH:90][cH:91][cH:92][cH:93]1)[CH:94]=[CH:95][c:96]1[cH:97][cH:98][cH:99][cH:100][cH:101]1.[P:1]([O-:2])([O-:3])([O-:4])=[O:5].[Pd:46].[Pd:47]>>[c:10]1([NH:27][c:22]2[c:21]([O:20][CH3:19])[cH:26][cH:25][cH:24][cH:23]2)[c:11]([N+:16](=[O:17])[O-:18])[cH:12][cH:13][cH:14][cH:15]1.